This data is from the Open Reaction Database (ORD), a public repository of structured organic reaction records. The task is: describe an organic reaction: reactants, conditions, products, and yield Reactants: ClC=1N=C2N(CCC(N(C2=CN1)C)=O)CC=1C(=NOC1C)C (9-chloro-6-[(3,5-dimethyl-1,2-oxazol-4-yl)methyl]-2-methyl-2,6,8,10-tetrazabicyclo[5.4.0]undeca-7,9,11-trien-3-one), Cl.ClCCN1CCCCC1 (2-chloroethylpiperidine hydrochloride), [H-].[Na+] (Sodium Hydride), solid. Product: ClC1=NC=C2N(C(CCN(C2=N1)CCN1CCCCC1)=O)C (10-chloro-6-methyl-2-[2-(1-piperidyl)ethyl]-2,6,9,11-tetrazabicyclo[5.4.0]undeca-7,9,11-trien-5-one). Reaction SMILES: [Cl:1][C:2]1[N:3]=[C:4]2[C:10](=[CH:11][N:12]=1)[N:9]([CH3:13])[C:8](=[O:14])[CH2:7][CH2:6][N:5]2[CH2:15][C:16]1C(C)=NOC=1C.Cl.ClCC[N:27]1[CH2:32][CH2:31][CH2:30][CH2:29][CH2:28]1.[H-].[Na+]>>[Cl:1][C:2]1[N:3]=[C:4]2[C:10]([N:9]([CH3:13])[C:8](=[O:14])[CH2:7][CH2:6][N:5]2[CH2:15][CH2:16][N:27]2[CH2:32][CH2:31][CH2:30][CH2:29][CH2:28]2)=[CH:11][N:12]=1 |f:1.2,3.4|. Procedure: The title compound was prepared by an analogous method to the preparation of Intermediate 156, on a 0.3 mmol scale, utilising 2-chloroethylpiperidine hydrochloride (Aldrich; 55 mg, 0.36 mmol) and Sodium Hydride (60% mineral oil dispersion; 36 mg, 0.75 mmol), as a solid (90 mg, 93%). Starting materials: [H-].[Al+3].[Li+].[H-].[H-].[H-] (Lithium aluminum hydride), CC1(N[C@H]2[C@@H](NC1=O)CCC2)C (cis-3,3-dimethyloctahydrocyclopentapyrazin-2-one), [H][H] (hydrogen), O.O.O.O.O.O.O.O.O.O.S(=O)(=O)([O-])[O-].[Na+].[Na+] (sodium sulfate decahydrate). Solvent: O1CCOCC1 (dioxane). Product: CC1(CN[C@H]2[C@@H](N1)CCC2)C (cis-2,2-dimethyloctahydro-1H-cyclopenta[b]pyrazine). The yield is 91.0%. Reaction SMILES: [H-].[Al+3].[Li+].[H-].[H-].[H-].[CH3:7][C:8]1([CH3:18])[C:13](=O)[NH:12][C@H:11]2[CH2:15][CH2:16][CH2:17][C@H:10]2[NH:9]1.O.O.O.O.O.O.O.O.O.O.S([O-])([O-])(=O)=O.[Na+].[Na+].[H][H]>O1CCOCC1>[CH3:7][C:8]1([CH3:18])[NH:9][C@H:10]2[CH2:17][CH2:16][CH2:15][C@H:11]2[NH:12][CH2:13]1 |f:0.1.2.3.4.5,7.8.9.10.11.12.13.14.15.16.17.18.19|. Reported procedure: Lithium aluminum hydride (541 mg, 14.3 mmol) was added to an anhydrous dioxane (40 mL) solution of cis-3,3-dimethyloctahydrocyclopentapyrazin-2-one (2.00 g, 11.9 mmol) with stirring at room temperature, and the mixture was gradually heated and stirred for 10 minutes under reflux. The reaction mixture was cooled to ice temperature. Then, sodium sulfate decahydrate was added thereto in small portions until no hydrogen gas was generated. Then, the mixture was stirred at room temperature for 1 hour....